The task is: describe an organic reaction: reactants, conditions, products, and yield. This data is from the Open Reaction Database (ORD), a public repository of structured organic reaction records. Reactants: [C-]#N, CCCC[N+](CCCC)(CCCC)CCCC, Cc1ccccc1, CC#N, [Na+], O=C([O-])O, CS(=O)(=O)OC1CCN(C(c2ccccc2)c2ccccc2)C1. The product is N#CC1CCN(C(c2ccccc2)c2ccccc2)C1. RXN SMILES: [C-:39]#[N:40].[CH2:41]([N+:42]([CH2:43][CH2:44][CH2:45][CH3:46])([CH2:47][CH2:48][CH2:49][CH3:50])[CH2:51][CH2:52][CH2:53][CH3:54])[CH2:55][CH2:56][CH3:57].[CH3:29][c:30]1[cH:31][cH:32][cH:33][cH:34][cH:35]1.[CH3:36][C:37]#[N:38].[Na+:24].[OH:25][C:26](=[O:27])[O-:28].[c:1]1([CH:7]([N:8]2[CH2:9][CH:10]([O:13][S:14]([CH3:15])(=[O:16])=[O:17])[CH2:11][CH2:12]2)[c:18]2[cH:19][cH:20][cH:21][cH:22][cH:23]2)[cH:2][cH:3][cH:4][cH:5][cH:6]1>>[c:1]1([CH:7]([N:8]2[CH2:9][CH:10]([C:37]#[N:38])[CH2:11][CH2:12]2)[c:18]2[cH:19][cH:20][cH:21][cH:22][cH:23]2)[cH:2][cH:3][cH:4][cH:5][cH:6]1. Starting materials: CSc1sc(C(=N)NC(=O)OC(C)(C)C)cc1S(=O)(=O)c1cccc(Br)c1, O=C([O-])[O-], Cc1ccccc1, Cc1cccc2c1B(O)OC2, CCO, [Na+], [Na+], c1ccc(P(c2ccccc2)(c2ccccc2)[Pd](P(c2ccccc2)(c2ccccc2)c2ccccc2)(P(c2ccccc2)(c2ccccc2)c2ccccc2)P(c2ccccc2)(c2ccccc2)c2ccccc2)cc1. Yields the product CSc1sc(C(=N)NC(=O)OC(C)(C)C)cc1S(=O)(=O)c1cccc(-c2c(C)cccc2CO)c1. Reaction SMILES: [C:1]([CH3:2])([CH3:3])([CH3:4])[O:5][C:6]([NH:7][C:8](=[NH:9])[c:10]1[s:11][c:12]([S:25][CH3:26])[c:13]([S:15](=[O:16])(=[O:17])[c:18]2[cH:19][c:20]([Br:24])[cH:21][cH:22][cH:23]2)[cH:14]1)=[O:27].[C:39](=[O:40])([O-:41])[O-:42].[CH3:125][c:126]1[cH:127][cH:128][cH:129][cH:130][cH:131]1.[CH3:28][c:29]1[cH:30][cH:31][cH:32][c:33]2[c:34]1[B:35]([OH:38])[O:36][CH2:37]2.[CH3:45][CH2:46][OH:47].[Na+:43].[Na+:44].[cH:48]1[cH:49][cH:50][c:51]([P:52]([Pd:53]([P:54]([c:55]2[cH:56][cH:57][cH:58][cH:59][cH:60]2)([c:61]2[cH:62][cH:63][cH:64][cH:65][cH:66]2)[c:67]2[cH:68][cH:69][cH:70][cH:71][cH:72]2)([P:73]([c:74]2[cH:75][cH:76][cH:77][cH:78][cH:79]2)([c:80]2[cH:81][cH:82][cH:83][cH:84][cH:85]2)[c:86]2[cH:87][cH:88][cH:89][cH:90][cH:91]2)[P:92]([c:93]2[cH:94][cH:95][cH:96][cH:97][cH:98]2)([c:99]2[cH:100][cH:101][cH:102][cH:103][cH:104]2)[c:105]2[cH:106][cH:107][cH:108][cH:109][cH:110]2)([c:111]2[cH:112][cH:113][cH:114][cH:115][cH:116]2)[c:117]2[cH:118][cH:119][cH:120][cH:121][cH:122]2)[cH:123][cH:124]1>>[C:1]([CH3:2])([CH3:3])([CH3:4])[O:5][C:6]([NH:7][C:8](=[NH:9])[c:10]1[s:11][c:12]([S:25][CH3:26])[c:13]([S:15](=[O:16])(=[O:17])[c:18]2[cH:19][c:20](-[c:34]3[c:29]([CH3:28])[cH:30][cH:31][cH:32][c:33]3[CH2:37][OH:36])[cH:21][cH:22][cH:23]2)[cH:14]1)=[O:27]. Reactants: ClC=1C=C(C=CC1Cl)C1=NC=C(N1)C=1C=C(C#N)C=CC1 (3-[2-(3,4-dichloro-phenyl)-3H-imidazol-4-yl]-benzonitrile), ice, [H-].[Al+3].[Li+].[H-].[H-].[H-] (lithium aluminum hydride), solution. Product: ClC=1C=C(C=CC1Cl)C1=NC=C(N1)C=1C=C(CN)C=CC1 (3-[2-(3,4-dichloro-phenyl)-3H-imidazol-4-yl]-benzylamine). Solvent: C1CCOC1 (THF), C1CCOC1 (THF). Reported procedure: A solution of 3-[2-(3,4-dichloro-phenyl)-3H-imidazol-4-yl]-benzonitrile (4.1 g, 13 mmol), in THF (130 ml) was slowly added to an ice-cooled mixture of lithium aluminum hydride (0.99 g, 26 mmol) in THF (130 ml). The mixture was stirred for 30 min. at r.t., then saturated Seignette-salt solution (5 ml) was added slowly and stirring was continued for 30 min. The precipitate was filtered and the organic phase evaporated and chromatographed over SiO2 with CH2Cl2—CH3OH—NH4OH (140:10:1) to obtain 3-[2-... RXN SMILES: [Cl:1][C:2]1[CH:3]=[C:4]([C:9]2[NH:13][C:12]([C:14]3[CH:15]=[C:16]([CH:19]=[CH:20][CH:21]=3)[C:17]#[N:18])=[CH:11][N:10]=2)[CH:5]=[CH:6][C:7]=1[Cl:8].[H-].[Al+3].[Li+].[H-].[H-].[H-]>C1COCC1>[Cl:1][C:2]1[CH:3]=[C:4]([C:9]2[NH:13][C:12]([C:14]3[CH:15]=[C:16]([CH:19]=[CH:20][CH:21]=3)[CH2:17][NH2:18])=[CH:11][N:10]=2)[CH:5]=[CH:6][C:7]=1[Cl:8] |f:1.2.3.4.5.6|. Yield: 42.8%. Run at time 30 minute. The reactants are Cl.C(C)OCC (hydrochloric acid ethyl ether), ClC1=CC=C(CCN2C[C@@H](CC2)N2C3=C(OCC4=C2C=CC=C4)C=CC=C3)C=C1 ((R)-5-[1-(4-chlorophenethyl)pyrrolidine-3-yl]-5,11-dihydro-dibenzo[b,e][1,4]oxazepine). Solvent: ClCCl (dichloromethane). Conditions: time 1 hour. Yields the product Cl.ClC1=CC=C(CCN2C[C@@H](CC2)N2C3=C(OCC4=C2C=CC=C4)C=CC=C3)C=C1 ((R)-5-[1-(4-Chlorophenethyl)pyrrolidine-3-yl]-5,11-dihydrodibenzo [b,e][1,4]oxazepine Hydrochloride), solid. Isolated yield 87.0%. RXN SMILES: Cl.C(OCC)C.[Cl:7][C:8]1[CH:35]=[CH:34][C:11]([CH2:12][CH2:13][N:14]2[CH2:18][CH2:17][C@@H:16]([N:19]3[C:25]4[CH:26]=[CH:27][CH:28]=[CH:29][C:24]=4[CH2:23][O:22][C:21]4[CH:30]=[CH:31][CH:32]=[CH:33][C:20]3=4)[CH2:15]2)=[CH:10][CH:9]=1>ClCCl>[ClH:7].[Cl:7][C:8]1[CH:9]=[CH:10][C:11]([CH2:12][CH2:13][N:14]2[CH2:18][CH2:17][C@@H:16]([N:19]3[C:25]4[CH:26]=[CH:27][CH:28]=[CH:29][C:24]=4[CH2:23][O:22][C:21]4[CH:30]=[CH:31][CH:32]=[CH:33][C:20]3=4)[CH2:15]2)=[CH:34][CH:35]=1 |f:0.1,4.5|. Reported procedure: 2.0 ml of 2 M hydrochloric acid/ethyl ether was added to a solution of (R)-5-[1-(4-chlorophenethyl)pyrrolidine-3-yl]-5,11-dihydro-dibenzo[b,e][1,4]oxazepine (44 mg, 0.11 mmol) in dichloromethane, and they were stirred for 1 hour. The solvent was evaporated under reduced pressure to obtain the title compound in the form of a light yellow solid (42 mg, 87%).